Dataset: the Open Reaction Database (ORD), a public repository of structured organic reaction records. Task: describe an organic reaction: reactants, conditions, products, and yield The reactants are [H-].[H-].[H-].[H-].[Li+].[Al+3] (LiAlH4), COC1=CC=C(CN2C(C(NCC2)=O)(C)C)C=C1 (4-(4-methoxybenzyl)-3,3-dimethyl-piperazin-2-one). Solvent: C1CCOC1 (THF). Run at temperature 50 celsius, time 2 hour. The product is COC1=CC=C(CN2C(CNCC2)(C)C)C=C1 (1-(4-Methoxy-benzyl)-2,2-dimethyl-piperazine). The yield is 92.3%. Reaction SMILES: [H-].[H-].[H-].[H-].[Li+].[Al+3].[CH3:7][O:8][C:9]1[CH:24]=[CH:23][C:12]([CH2:13][N:14]2[CH2:19][CH2:18][NH:17][C:16](=O)[C:15]2([CH3:22])[CH3:21])=[CH:11][CH:10]=1>C1COCC1>[CH3:7][O:8][C:9]1[CH:10]=[CH:11][C:12]([CH2:13][N:14]2[CH2:19][CH2:18][NH:17][CH2:16][C:15]2([CH3:22])[CH3:21])=[CH:23][CH:24]=1 |f:0.1.2.3.4.5|. Procedure details: LiAlH4 (1M in THF, 27.8 mL, 27.8 mmol, 1.5 equiv) was added to a solution of 4-(4-methoxybenzyl)-3,3-dimethyl-piperazin-2-one (Step 108.3) (4.6 g, 18.5 mmol) in THF (100 mL) at 50° C., under an argon atmosphere. The resulting mixture was stirred for 2 h at 50° C., quenched by sequential addition of H2O (1 mL), 1 N NaOH (1 mL) and H2O (3 mL), filtered through a pad of celite and concentrated to afford 4.0 g of the title compound as a white solid: ESI-MS: 235.2 [M+H]+. The reactants are S(=O)(Cl)Cl (thionyl chloride), OCC1=CC=CC=2N1C=CN2 (5-hydroxymethylimidazo[1,2-a]pyridine). Solvent: C(Cl)Cl (methylene chloride). Run at time 1 hour. Product: ClCC1=CC=CC=2N1C=CN2.Cl (5-chloromethylimidazo(1,2-a]pyridine·hydrochloride). RXN SMILES: S(Cl)([Cl:3])=O.O[CH2:6][C:7]1[N:12]2[CH:13]=[CH:14][N:15]=[C:11]2[CH:10]=[CH:9][CH:8]=1>C(Cl)Cl>[Cl:3][CH2:6][C:7]1[N:12]2[CH:13]=[CH:14][N:15]=[C:11]2[CH:10]=[CH:9][CH:8]=1.[ClH:3] |f:3.4|. Reported procedure: To a solution consisting of 58.4 ml (800 mmol) of thionyl chloride and 100 ml of methylene chloride was added 23.68 g (160 mmol) of 5-hydroxymethylimidazo[1,2-a]pyridine with small portions. The reaction mixture was stirred for one hour at room temperature. Then, the solvent and excess amount of thionyl chloride were distilled off under reduced pressure. To the resulting white solid residue was added 100 ml of toluene. The mixture was shaken sufficiently, then the solvent was distilled off under... Reactants: OC1=C(C=O)C=CC=C1O (2,3-dihydroxybenzaldehyde), C(C1=CC=CC=C1)Cl (benzyl chloride), C([O-])([O-])=O.[K+].[K+] (potassium carbonate). The solvent is C(C)O (ethanol). Product: C(C1=CC=CC=C1)OC1=C(C=O)C=CC=C1OCC1=CC=CC=C1 (2,3-dibenzyloxybenzaldehyde). As a reaction SMILES: [OH:1][C:2]1[C:9](O)=[CH:8][CH:7]=[CH:6][C:3]=1[CH:4]=[O:5].[CH2:11](Cl)[C:12]1[CH:17]=[CH:16][CH:15]=[CH:14][CH:13]=1.[C:19](=[O:22])([O-])[O-].[K+].[K+]>C(O)C>[CH2:11]([O:1][C:2]1[C:9]([O:22][CH2:19][C:2]2[CH:9]=[CH:8][CH:7]=[CH:6][CH:3]=2)=[CH:8][CH:7]=[CH:6][C:3]=1[CH:4]=[O:5])[C:12]1[CH:17]=[CH:16][CH:15]=[CH:14][CH:13]=1 |f:2.3.4|. Reported procedure: 13.8 g of 2,3-dihydroxybenzaldehyde, 30.4 g of benzyl chloride and 17.3 g of powdered anhydrous potassium carbonate in 160 ml of anhydrous ethanol are boiled under reflux with exclusion of moisture for 6 hours. The reaction solution is filtered, washing with ethanol, and the filtrate is evaporated in vacuo. On digestion of the residue with diisopropyl ether the known desired compound crystallizes and as white needles (M.p. 89°-91° C.). The reactants are ClCCl, CC=CC=CC1CC(CC(=O)O)OC2(CCCCC2)O1, O=[O+][O-]. The product is O=CC1CC(CC(=O)O)OC2(CCCCC2)O1. Reaction SMILES: [CH2:24]([Cl:25])[Cl:26].[CH:4](=[CH:5][CH:6]=[CH:7][CH3:8])[CH:9]1[CH2:10][CH:11]([CH2:20][C:21](=[O:22])[OH:23])[O:12][C:13]2([O:14]1)[CH2:15][CH2:16][CH2:17][CH2:18][CH2:19]2.[O-:1][O+:2]=[O:3]>>[O:1]=[CH:4][CH:9]1[CH2:10][CH:11]([CH2:20][C:21](=[O:22])[OH:23])[O:12][C:13]2([O:14]1)[CH2:15][CH2:16][CH2:17][CH2:18][CH2:19]2.